From a dataset of the Open Reaction Database (ORD), a public repository of structured organic reaction records. describe an organic reaction: reactants, conditions, products, and yield Starting materials: [Al+3], [Cl-], [Cl-], [Cl-], O=C(Cl)c1ccnc(Cl)c1, Fc1ccccc1, [Na+], [OH-], O. The product is O=C(c1ccc(F)cc1)c1ccnc(Cl)c1. As a reaction SMILES: [Al+3:19].[Cl-:18].[Cl-:20].[Cl-:21].[Cl:1][c:2]1[cH:3][c:4]([C:5](=[O:6])[Cl:7])[cH:8][cH:9][n:10]1.[F:11][c:12]1[cH:13][cH:14][cH:15][cH:16][cH:17]1.[Na+:23].[OH-:22].[OH2:24]>>[Cl:1][c:2]1[cH:3][c:4]([C:5](=[O:6])[c:15]2[cH:14][cH:13][c:12]([F:11])[cH:17][cH:16]2)[cH:8][cH:9][n:10]1. The reactants are C(CCC)[Li] (Butyl lithium), C(C)OC(=O)C=1N=C(SC1)NC(=O)OC(C)(C)C (2-tert-butoxycarbonylamino-thiazole-4-carboxylic acid ethyl ester), COC1=C(C=O)C=CC=C1 (2-methoxybenzaldehyde). Run in O1CCCC1 (tetrahydrofuran), O1CCCC1 (tetrahydrofuran). Run at time 15 hour. Yields the product C(C)OC(=O)C=1N=C(SC1C(C1=C(C=CC=C1)OC)O)NC(=O)OC(C)(C)C (2-tert-butoxycarbonylamino-5-[hydroxy-(2-methoxy-phenyl)-methyl]-thiazole-4-carboxylic acid ethyl ester). Yield: 48.3%. As a reaction SMILES: C([Li])CCC.[CH2:6]([O:8][C:9]([C:11]1[N:12]=[C:13]([NH:16][C:17]([O:19][C:20]([CH3:23])([CH3:22])[CH3:21])=[O:18])[S:14][CH:15]=1)=[O:10])[CH3:7].[CH3:24][O:25][C:26]1[CH:33]=[CH:32][CH:31]=[CH:30][C:27]=1[CH:28]=[O:29]>O1CCCC1>[CH2:6]([O:8][C:9]([C:11]1[N:12]=[C:13]([NH:16][C:17]([O:19][C:20]([CH3:22])([CH3:21])[CH3:23])=[O:18])[S:14][C:15]=1[CH:28]([OH:29])[C:27]1[CH:30]=[CH:31][CH:32]=[CH:33][C:26]=1[O:25][CH3:24])=[O:10])[CH3:7]. Procedure details: Butyl lithium (2.5 M, 53 mL, 132 mmol) was slowly added to a solution of 2-tert-butoxycarbonylamino-thiazole-4-carboxylic acid ethyl ester (16.4 g, 60 mmol) in anhydrous tetrahydrofuran (250 mL) at −78° C. under a nitrogen atmosphere. A solution of 2-methoxybenzaldehyde (10.89 g, 79.99 mmol) in tetrahydrofuran (50 mL) was then added dropwise at −78° C. The mixture was warmed slowly to room temperature and stirred for 15 hours. The reaction mixture was quenched with a saturated aqueous solution o... Run at temperature 100 celsius. Starting materials: FC1=C(C#N)C=C(C=C1)CC1=NNC(C2=CC=CC(=C12)OC)=O (2-fluoro-5-((8-methoxy-4-oxo-3,4-dihydrophthalazin-1-yl)methyl)benzonitrile), [OH-].[K+] (potassium hydroxide), C(C)O (ethanol). Product: FC1=C(C(=O)O)C=C(C=C1)CC1=NNC(C2=CC=CC(=C12)OC)=O (2-fluoro-5-((8-methoxy-4-oxo-3,4-dihydrophthalazin-1-yl)methyl)benzoic acid). Procedure details: 2-fluoro-5-((8-methoxy-4-oxo-3,4-dihydrophthalazin-1-yl)methyl)benzonitrile (124) (2.7 g, 8.73 mmol) and potassium hydroxide (4.90 g, 87.30 mmol) were added to ethanol (20 mL) and water (50 mL) and heated at 100° C. for 5 hours. The ethanol was evaporated off and the aqueous was extracted with ethyl acetate (1×75 mL). The aqueous was then acidified to pH1 with conc HCl to afford a solid, this was filtered, washed with water and dried to afford the desired material as a white solid (2.370 g, 83%)... The solvent is O (water). Yield: 83.0%. Reaction SMILES: [F:1][C:2]1C=[CH:8][C:7]([CH2:10][C:11]2[C:20]3[C:15](=[CH:16][CH:17]=[CH:18][C:19]=3[O:21][CH3:22])[C:14](=[O:23])[NH:13][N:12]=2)=[CH:6][C:3]=1C#N.[OH-:24].[K+].[CH2:26]([OH:28])[CH3:27]>O>[F:1][C:2]1[CH:3]=[CH:6][C:7]([CH2:10][C:11]2[C:20]3[C:15](=[CH:16][CH:17]=[CH:18][C:19]=3[O:21][CH3:22])[C:14](=[O:23])[NH:13][N:12]=2)=[CH:8][C:27]=1[C:26]([OH:24])=[O:28] |f:1.2|. Reactants: ClC1=CC(=NC(=N1)NC)N1C[C@H](CC[C@H]1C)C(=O)NC1=CC=CC=C1 ((3S,6R)-1-[6-Chloro-2-(methylamino)-4-pyrimidinyl]-6-methyl-N-phenyl-3-piperidinecarboxamide), CC1=NNC2=CC(=CC=C12)B1OC(C(O1)(C)C)(C)C (3-methyl-6-(4,4,5,5-tetramethyl-1,3,2-dioxaborolan-2-yl)-1H-indazole), C1(CCCCC1)P(C1CCCCC1)C1CCCCC1 (tricyclohexylphosphine), [O-]P(=O)([O-])[O-].[K+].[K+].[K+] (K3PO4). Reagents/catalysts: C=1C=CC(=CC1)/C=C/C(=O)/C=C/C2=CC=CC=C2.C=1C=CC(=CC1)/C=C/C(=O)/C=C/C2=CC=CC=C2.C=1C=CC(=CC1)/C=C/C(=O)/C=C/C2=CC=CC=C2.[Pd].[Pd] (Pd2(dba)3). Solvent: O (water), O1CCOCC1 (1,4-dioxane). Conditions: temperature 100 celsius. The product is C[C@@H]1CC[C@@H](CN1C1=NC(=NC(=C1)C1=CC=C2C(=NNC2=C1)C)NC)C(=O)NC1=CC=CC=C1 ((3S,6R)-6-Methyl-1-[2-(methylamino)-6-(3-methyl-1H-indazol-6-yl)-4-pyrimidinyl]-N-phenyl-3-piperidinecarboxamide). Isolated yield 39.0%. Reaction SMILES: Cl[C:2]1[N:7]=[C:6]([NH:8][CH3:9])[N:5]=[C:4]([N:10]2[C@H:15]([CH3:16])[CH2:14][CH2:13][C@H:12]([C:17]([NH:19][C:20]3[CH:25]=[CH:24][CH:23]=[CH:22][CH:21]=3)=[O:18])[CH2:11]2)[CH:3]=1.[CH3:26][C:27]1[C:35]2[C:30](=[CH:31][C:32](B3OC(C)(C)C(C)(C)O3)=[CH:33][CH:34]=2)[NH:29][N:28]=1.C1(P(C2CCCCC2)C2CCCCC2)CCCCC1.[O-]P([O-])([O-])=O.[K+].[K+].[K+]>C1C=CC(/C=C/C(/C=C/C2C=CC=CC=2)=O)=CC=1.C1C=CC(/C=C/C(/C=C/C2C=CC=CC=2)=O)=CC=1.C1C=CC(/C=C/C(/C=C/C2C=CC=CC=2)=O)=CC=1.[Pd].[Pd].O.O1CCOCC1>[CH3:16][C@H:15]1[N:10]([C:4]2[CH:3]=[C:2]([C:32]3[CH:31]=[C:30]4[C:35]([C:27]([CH3:26])=[N:28][NH:29]4)=[CH:34][CH:33]=3)[N:7]=[C:6]([NH:8][CH3:9])[N:5]=2)[CH2:11][C@@H:12]([C:17]([NH:19][C:20]2[CH:25]=[CH:24][CH:23]=[CH:22][CH:21]=2)=[O:18])[CH2:13][CH2:14]1 |f:3.4.5.6,7.8.9.10.11|. Procedure details: (3S,6R)-1-[6-Chloro-2-(methylamino)-4-pyrimidinyl]-6-methyl-N-phenyl-3-piperidinecarboxamide (420 mg, 1.17 mmol), 3-methyl-6-(4,4,5,5-tetramethyl-1,3,2-dioxaborolan-2-yl)-1H-indazole (452 mg, 1.75 mmol, 1.5 equiv), tricyclohexylphosphine (49 mg, 0.175 mmol, 0.15 equiv), Pd2(dba)3 (80 mg, 0.088 mmol, 0.075 equiv) and K3PO4 (412 mg, 1.98 mmol, 1.7 equiv) were charged to a 30 mL microwave vial, followed by addition of 1,4-dioxane (6 mL) and water (2 mL). The mixture was bubbled with argon for 10 mi... Starting materials: C=1(C(=CC=CC1)C(=O)O)C1=CC=CC=C1 (2-biphenylcarboxylic acid), N1=CC=CC=C1 (Pyridine), S(=O)(Cl)Cl (thionyl chloride). Run in C1(=CC=CC=C1)C (toluene). Run at time 2 hour. Yields the product C=1(C(=CC=CC1)C(=O)Cl)C1=CC=CC=C1 ([1,1'-biphenyl]-2-carbonyl chloride). Reaction SMILES: [C:1]1([C:10]2[CH:15]=[CH:14][CH:13]=[CH:12][CH:11]=2)[C:2]([C:7](O)=[O:8])=[CH:3][CH:4]=[CH:5][CH:6]=1.N1C=CC=CC=1.S(Cl)([Cl:24])=O>C1(C)C=CC=CC=1>[C:1]1([C:10]2[CH:15]=[CH:14][CH:13]=[CH:12][CH:11]=2)[C:2]([C:7]([Cl:24])=[O:8])=[CH:3][CH:4]=[CH:5][CH:6]=1. Procedure details: Under a dry nitrogen atmosphere 10 g (0.05 mole) of 2-biphenylcarboxylic acid was dissolved with stirring in 116 ml of dry toluene. Pyridine, 4.2 g (0.054 mole), was then added to the reaction mixture followed by 6.4 g (0.054 mole) of thionyl chloride. The reaction mixture was stirred at room temperature for two hours, then filtered to remove a white precipitate. The toluene was removed from the filtrate under reduced pressure to give [1,1'-biphenyl]-2-carbonyl chloride as a liquid residue, whic... The reactants are [Br-], [CH3], C=CC(=C)C, C[Mg+], C=CC=O, C1CC2CCC(CC2)O1. RXN SMILES: [Br-:20].[CH3:10].[CH3:15][C:16]([CH:17]=[CH2:18])=[CH2:19].[CH3:21][Mg+:22].[CH:11](=[O:12])[CH:13]=[CH2:14].[CH:1]12[O:2][CH2:3][CH2:4][CH:5]([CH2:6][CH2:7]1)[CH2:8][CH2:9]2>>[CH:1]12[O:2][CH2:3][CH2:4][CH:5]([CH2:6][CH:7]1[OH:12])[CH2:8][CH2:9]2. The product is OC1CC2CCOC1CC2.